From a dataset of the Open Reaction Database (ORD), a public repository of structured organic reaction records. describe an organic reaction: reactants, conditions, products, and yield Starting materials: C(CC)NCCC (N,N-dipropylamine), CN1C(OC2=C1C=CC(=C2)CCBr)=O (3-methyl-6-(2-bromoethyl)-benzoxazolinone). Run in O1CCOCC1 (dioxane). Yields the product CN1C(OC2=C1C=CC(=C2)CCN(CCC)CCC)=O (3-Methyl-6-(2-dipropylaminoethyl)-benzoxazolinone). Reaction SMILES: [CH2:1]([NH:4][CH2:5][CH2:6][CH3:7])[CH2:2][CH3:3].[CH3:8][N:9]1[C:13]2[CH:14]=[CH:15][C:16]([CH2:18][CH2:19]Br)=[CH:17][C:12]=2[O:11][C:10]1=[O:21]>O1CCOCC1>[CH3:8][N:9]1[C:13]2[CH:14]=[CH:15][C:16]([CH2:18][CH2:19][N:4]([CH2:5][CH2:6][CH3:7])[CH2:1][CH2:2][CH3:3])=[CH:17][C:12]=2[O:11][C:10]1=[O:21]. Procedure: 2.02 g (0.02 mol) of N,N-dipropylamine and 2.56 g (0.01 mol) of 3-methyl-6-(2-bromoethyl)-benzoxazolinone, dissolved beforehand in 30 cm3 of dioxane, were introduced into a 100 cm3 flask with a ground glass neck, fitted with a reflux condenser, and the mixture was then heated under reflux for seventy-two hours, with stirring. After cooling, the reaction mixture was filtered and the filtrate was then evaporated in a water-bath, in vacuo. The residue was then taken up in 30 cm3 of diethylether, th... The reactants are NC=1C(N(C(N(C1N)CCC)=O)CCC)=O (5,6-diamino-1,3-dipropyluracil), COC1=CC=C(C2=CC=CC=C12)C=CC(=O)O (3- (4-methoxynaphthyl)acrylic acid). The product is COC1=CC=C(C2=CC=CC=C12)/C=C/C1=NC=2N(C(N(C(C2N1)=O)CCC)=O)CCC ((E)-8-[2-(4 -Methoxynaphthyl)vinyl]-1,3-dipropylxanthine). The yield is 56.1%. As a reaction SMILES: [NH2:1][C:2]1[C:3](=[O:16])[N:4]([CH2:13][CH2:14][CH3:15])[C:5](=[O:12])[N:6]([CH2:9][CH2:10][CH3:11])[C:7]=1[NH2:8].[CH3:17][O:18][C:19]1[C:28]2[C:23](=[CH:24][CH:25]=[CH:26][CH:27]=2)[C:22]([CH:29]=[CH:30][C:31](O)=O)=[CH:21][CH:20]=1>>[CH3:17][O:18][C:19]1[C:28]2[C:23](=[CH:24][CH:25]=[CH:26][CH:27]=2)[C:22](/[CH:29]=[CH:30]/[C:31]2[NH:1][C:2]3[C:3](=[O:16])[N:4]([CH2:13][CH2:14][CH3:15])[C:5](=[O:12])[N:6]([CH2:9][CH2:10][CH3:11])[C:7]=3[N:8]=2)=[CH:21][CH:20]=1. Procedure details: Substantially the same procedure as in Reference Example 1 was repeated using 3.0 g (13.3 mmol) of 5,6-diamino-1,3-dipropyluracil and 3.33 g (14.6 mmol) of 3- (4-methoxynaphthyl)acrylic acid. Then, the resultant crude crystals were recrystallized from dioxane/water to give 3.12 g (yield 56%) of Compound 61 as yellow needles. The reactants are COc1ccc(C(=O)Cl)cc1, ClCCl, CCOC(C)=O, CCN(C(C)C)C(C)C, Nc1ccccc1. The product is COc1ccc(C(=O)Nc2ccccc2)cc1. Reaction SMILES: [C:1]([c:2]1[cH:3][cH:4][c:5]([O:8][CH3:9])[cH:6][cH:7]1)(=[O:10])[Cl:11].[CH2:34]([Cl:35])[Cl:36].[CH3:28][CH2:29][O:30][C:31](=[O:32])[CH3:33].[CH:19]([N:20]([CH:21]([CH3:22])[CH3:23])[CH2:24][CH3:25])([CH3:26])[CH3:27].[NH2:12][c:13]1[cH:14][cH:15][cH:16][cH:17][cH:18]1>>[C:1]([c:2]1[cH:3][cH:4][c:5]([O:8][CH3:9])[cH:6][cH:7]1)(=[O:10])[NH:12][c:13]1[cH:14][cH:15][cH:16][cH:17][cH:18]1. Starting materials: C(C1=CC=CC=C1)[C@@H]1NC(OC1)=O ((4S)-4-benzyloxazolidin-2-one), solution, C(CCC)[Li] (n-butyl lithium), CCCCCC (hexane), BrC(C(=O)Br)C (2-bromopropionyl bromide), C(O)([O-])=O.[Na+] (sodium hydrogen carbonate). The solvent is C(C)(=O)OCC (ethyl acetate), O1CCCC1 (tetrahydrofuran). Reaction conditions: time 10 minute. Product: BrC(C(=O)N1C(OC[C@@H]1CC1=CC=CC=C1)=O)C ((4S)-3-(2'-bromopropionyl)-4-benzyloxazolidin-2-one). Yield: 47.3%. Reaction SMILES: [CH2:1]([C@H:8]1[CH2:12][O:11][C:10](=[O:13])[NH:9]1)[C:2]1[CH:7]=[CH:6][CH:5]=[CH:4][CH:3]=1.C([Li])CCC.CCCCCC.[Br:25][CH:26]([CH3:30])[C:27](Br)=[O:28].C(=O)([O-])O.[Na+]>O1CCCC1.C(OCC)(=O)C>[Br:25][CH:26]([CH3:30])[C:27]([N:9]1[C@@H:8]([CH2:1][C:2]2[CH:3]=[CH:4][CH:5]=[CH:6][CH:7]=2)[CH2:12][O:11][C:10]1=[O:13])=[O:28] |f:4.5|. Procedure: To a solution of (4S)-4-benzyloxazolidin-2-one (0.164 g; 0.927 mmol) in dry tetrahydrofuran (3.8 ml), a 1.62 N solution of n-butyl lithium in hexane (0.571 ml; 0.927 mmol) was added at 0° C., and then 2-bromopropionyl bromide (0.106 ml; 1.01 mmol) was added at the same temperature. After 10 minutes, an aqueous solution of saturated sodium hydrogen carbonate (1 ml) was added to decompose the excess reaction agent. The reaction mixture was diluted with ethyl acetate, washed with brine and dried ov... Reactants: ClCC1CNC(O1)=O (5-chloromethyl-2-oxazolidinone), C1(=CC=CC=C1)N1CCNCC1 (1-phenylpiperazine), C(\C=C/C(=O)O)(=O)O (maleic acid). Product: C(\C=C/C(=O)O)(=O)O.C1(=CC=CC=C1)N1CCN(CC1)CC1CNC(O1)=O (5-[(4-Phenyl-1-Piperazinyl)Methyl]-2-Oxazolidinone Maleate). Reaction SMILES: Cl[CH2:2][CH:3]1[O:7][C:6](=[O:8])[NH:5][CH2:4]1.[C:9]1([N:15]2[CH2:20][CH2:19][NH:18][CH2:17][CH2:16]2)[CH:14]=[CH:13][CH:12]=[CH:11][CH:10]=1.[C:21]([OH:28])(=[O:27])/[CH:22]=[CH:23]\[C:24]([OH:26])=[O:25]>>[C:21]([OH:28])(=[O:27])/[CH:22]=[CH:23]\[C:24]([OH:26])=[O:25].[C:9]1([N:15]2[CH2:20][CH2:19][N:18]([CH2:2][CH:3]3[O:7][C:6](=[O:8])[NH:5][CH2:4]3)[CH2:17][CH2:16]2)[CH:14]=[CH:13][CH:12]=[CH:11][CH:10]=1 |f:3.4|. Procedure details: Following the procedure of Example 35, the free base was prepared from 5-chloromethyl-2-oxazolidinone and 1-phenylpiperazine. The product was converted to the maleic acid salt, mp 166°-168° C. Reactants: COCCCOc1cc(CC(CC(NC(=O)OC(C)(C)C)C2CO2)C(C)C)ccc1OC, CS(C)=O, CC(C)(C)[O-], [K+], O=C1CCCCN1. Yields the product COCCCOc1cc(CC(CC2NC(=O)OC2CN2CCCCC2=O)C(C)C)ccc1OC. Reaction SMILES: [CH3:14][O:15][c:16]1[c:17]([O:40][CH2:41][CH2:42][CH2:43][O:44][CH3:45])[cH:18][c:19]([CH2:20][CH:21]([CH2:22][CH:23]([CH:24]2[CH2:26][O:33]2)[NH:27][C:28]([O:29][C:25]([CH3:30])([CH3:31])[CH3:32])=[O:34])[CH:35]([CH3:36])[CH3:37])[cH:38][cH:39]1.[CH3:46][S:47](=[O:48])[CH3:49].[CH3:8][C:9]([CH3:10])([O-:11])[CH3:12].[K+:13].[NH:1]1[C:2](=[O:7])[CH2:3][CH2:4][CH2:5][CH2:6]1>>[N:1]1([CH2:26][CH:24]2[CH:23]([CH2:22][CH:21]([CH2:20][c:19]3[cH:18][c:17]([O:40][CH2:41][CH2:42][CH2:43][O:44][CH3:45])[c:16]([O:15][CH3:14])[cH:39][cH:38]3)[CH:35]([CH3:36])[CH3:37])[NH:27][C:28](=[O:34])[O:29]2)[C:2](=[O:7])[CH2:3][CH2:4][CH2:5][CH2:6]1. Reactants: Cl.C(C)(C)NO (N-isopropylhydroxylamine hydrochloride), [OH-].[Na+] (sodium hydroxide), COC=1C=C(C=C(C1OC)OC)N=C=O (3,4,5-trimethoxyphenyl isocyanate), C(C)OCC (diethyl ether). Run in O (water), O (water). Run at time 10 minute. Yields the product ON(C(=O)NC1=CC(=C(C(=C1)OC)OC)OC)C(C)C (1-Hydroxy-1-(1-methylethyl)-3-(3,4,5-trimethoxyphenyl)urea). Isolated yield 73.9%. As a reaction SMILES: Cl.[CH:2]([NH:5][OH:6])([CH3:4])[CH3:3].C(OCC)C.[OH-].[Na+].[CH3:14][O:15][C:16]1[CH:17]=[C:18]([N:26]=[C:27]=[O:28])[CH:19]=[C:20]([O:24][CH3:25])[C:21]=1[O:22][CH3:23]>O>[OH:6][N:5]([CH:2]([CH3:4])[CH3:3])[C:27]([NH:26][C:18]1[CH:17]=[C:16]([O:15][CH3:14])[C:21]([O:22][CH3:23])=[C:20]([O:24][CH3:25])[CH:19]=1)=[O:28] |f:0.1,3.4|. Reported procedure: A solution of N-isopropylhydroxylamine hydrochloride (1.2 g, 11 mmol) in water (5 mL) was combined with diethyl ether (35 mL) then cooled in an ice bath. A solution of sodium hydroxide (0.5 g, 12.5 mmol) in water (7 mL) was added over a 10 minute period. The reaction mixture was stirred for 10 minutes then 3,4,5-trimethoxyphenyl isocyanate (2.1 g, 10 mmol) was added as a solid. The reaction mixture was stirred at ambient temperature for 18 hours then filtered to remove a white precipitate. The f...